Task: describe an organic reaction: reactants, conditions, products, and yield. Dataset: the Open Reaction Database (ORD), a public repository of structured organic reaction records The reactants are C(C)OC(=O)N1CCC(=CC1)C(C)(C1=CC=C(C=C1)[N+](=O)[O-])C (4-[1-Methyl-1-(4-nitro-phenyl)-ethyl]-3,6-dihydro-2H-pyridine-1-carboxylic acid ethyl ester). Reagents/catalysts: [Pd] (Pd/C). The solvent is CCO (EtOH). Reaction conditions: time 3 day. Product: C(C)OC(=O)N1CCC(=CC1)C(C)(C1=CC=C(C=C1)N)C (4-[1-Methyl-1-(4-amino-phenyl)-ethyl]-3,6-dihydro-2H-pyridine-1-carboxylic Acid Ethyl Ester). As a reaction SMILES: [CH2:1]([O:3][C:4]([N:6]1[CH2:11][CH:10]=[C:9]([C:12]([CH3:23])([C:14]2[CH:19]=[CH:18][C:17]([N+:20]([O-])=O)=[CH:16][CH:15]=2)[CH3:13])[CH2:8][CH2:7]1)=[O:5])[CH3:2]>CCO.[Pd]>[CH2:1]([O:3][C:4]([N:6]1[CH2:7][CH:8]=[C:9]([C:12]([CH3:13])([C:14]2[CH:19]=[CH:18][C:17]([NH2:20])=[CH:16][CH:15]=2)[CH3:23])[CH2:10][CH2:11]1)=[O:5])[CH3:2]. Procedure: 4-[1-Methyl-1-(4-nitro-phenyl)-ethyl]-3,6-dihydro-2H-pyridine-1-carboxylic acid ethyl ester was dissolved in EtOH (150 mL) and suspended with Pd/C (10%, 1 g). The reaction flask was equipped with a balloon filled with H2. The hydrogenation was continued for 3 days. The mixture was filtered through a layer of Celite® and concentrated in vacuo to provide the desired compound as a light brown oil. Reactants: O=C(Cl)c1ccccc1, CC(C)=O, CCO, COc1cc2c(cc1N)CCCC2, [NH4+], [NH4+], [OH-], N#C[S-]. Yields the product COc1cc2c(cc1NC(N)=S)CCCC2. As a reaction SMILES: [C:5]([Cl:6])(=[O:7])[c:8]1[cH:9][cH:10][cH:11][cH:12][cH:13]1.[CH3:29][C:30](=[O:31])[CH3:32].[CH3:33][CH2:34][OH:35].[NH2:14][c:15]1[cH:16][c:17]2[c:22]([cH:23][c:24]1[O:25][CH3:26])[CH2:21][CH2:20][CH2:19][CH2:18]2.[NH4+:27].[NH4+:4].[OH-:28].[S-:1][C:2]#[N:3]>>[S:1]=[C:2]([NH2:3])[NH:14][c:15]1[cH:16][c:17]2[c:22]([cH:23][c:24]1[O:25][CH3:26])[CH2:21][CH2:20][CH2:19][CH2:18]2. Reactants: S(=O)([O-])[O-].[Na+].[Na+] (sodium sulfite), 4, [OH-].[Na+] (NaOH), OO (H2O2), NaWO4·2H2O, OS(=O)(=O)[O-].[Na+].O (NaHSO4·H2O), [(Oct)3MeN]Cl, C[C@@H]1CC[C@H]([C@@H](C1)O)C(=C)C (L-isopulegol). Reagents/catalysts: OP(=O)(O)O (H3PO4). The solvent is O (water), C1(=CC=CC=C1)C (toluene). The product is C[C@@H]1CC[C@H]([C@@H](C1)O)C2(CO2)C (isopulegol epoxide). The yield is 160.4%. RXN SMILES: OS([O-])(=O)=O.[Na+].O.[OH-].[Na+].[CH3:10][C@H:11]1[CH2:16][C@@H:15]([OH:17])[C@H:14]([C:18]([CH3:20])=[CH2:19])[CH2:13][CH2:12]1.OO.S([O-])([O-])=[O:24].[Na+].[Na+]>OP(O)(O)=O.O.C1(C)C=CC=CC=1>[CH3:10][C@H:11]1[CH2:16][C@@H:15]([OH:17])[C@H:14]([C:18]2([CH3:20])[O:24][CH2:19]2)[CH2:13][CH2:12]1 |f:0.1.2,3.4,7.8.9|. Procedure details: Into a 500 mL 4 necked flask equipped with a stirrer and a reflux condenser, NaWO4·2H2O (6.60 g, 0.02 mol), NaHSO4·H2O (6.90 g, 0.05 mol), [(Oct)3MeN]Cl (4.04 g, 0.01 mol), 85% H3PO4 (0.98 g, 0.0085 mol), toluene (77 g) and water (10 g) were charged. After adjusting pH of the solution to 4.0 with a 20% NaOH aqueous solution (5.8 g), L-isopulegol (77.1 g, 0.5 mol) was added thereto, and a 30% H2O2 aqueous solution (85 g, 0.75 mol) was added drop-wise at a temperature in a range of 35 to 40° C. fo...